Dataset: the Open Reaction Database (ORD), a public repository of structured organic reaction records. Task: describe an organic reaction: reactants, conditions, products, and yield Starting materials: [Br-], CCOCC, C[Mg+], [Cl-], [NH4+], CC(C)(C)OC(=O)N1CCC(=O)CC1. As a reaction SMILES: [Br-:1].[CH3:20][CH2:21][O:22][CH2:23][CH3:24].[CH3:2][Mg+:3].[Cl-:18].[NH4+:19].[O:4]=[C:5]1[CH2:6][CH2:7][N:8]([C:11](=[O:12])[O:13][C:14]([CH3:15])([CH3:16])[CH3:17])[CH2:9][CH2:10]1>>[CH3:2][C:5]1([OH:4])[CH2:6][CH2:7][N:8]([C:11](=[O:12])[O:13][C:14]([CH3:15])([CH3:16])[CH3:17])[CH2:9][CH2:10]1. The product is CC1(O)CCN(C(=O)OC(C)(C)C)CC1. Starting materials: NC1=C(N(C2=CC(=CC=C12)F)C(=O)OCC)C(C1=CC=CC=C1)=O (Ethyl 3-amino-2-benzoyl-6-fluoro-1H-indole-l-carboxylate), CS(=O)(=O)Cl (methanesulfonyl chloride). Yields the product C(C1=CC=CC=C1)(=O)C=1NC2=CC(=CC=C2C1NS(=O)(=O)C)F (N-(2-Benzoyl-6-fluoro-1H-indol-3-yl)methanesulfonamide). As a reaction SMILES: [NH2:1][C:2]1[C:10]2[C:5](=[CH:6][C:7]([F:11])=[CH:8][CH:9]=2)[N:4](C(OCC)=O)[C:3]=1[C:17](=[O:24])[C:18]1[CH:23]=[CH:22][CH:21]=[CH:20][CH:19]=1.[CH3:25][S:26](Cl)(=[O:28])=[O:27]>>[C:17]([C:3]1[NH:4][C:5]2[C:10]([C:2]=1[NH:1][S:26]([CH3:25])(=[O:28])=[O:27])=[CH:9][CH:8]=[C:7]([F:11])[CH:6]=2)(=[O:24])[C:18]1[CH:23]=[CH:22][CH:21]=[CH:20][CH:19]=1. Procedure details: The title compound was prepared according to the procedure described in Example 38 from ethyl 3-amino-2-benzoyl-6-fluoro-1H-indole-1-carboxylate (step 2) and methanesulfonyl chloride. Starting materials: CC(CCCl)C(=O)Cl, CC(C)(C)c1csc(N)c1C#N, c1ccccc1. The product is CC(CCCl)C(=O)Nc1scc(C(C)(C)C)c1C#N. RXN SMILES: [CH3:13][CH:14]([C:15](=[O:16])[Cl:17])[CH2:18][CH2:19][Cl:20].[NH2:1][c:2]1[s:3][cH:4][c:5]([C:9]([CH3:10])([CH3:11])[CH3:12])[c:6]1[C:7]#[N:8].[cH:21]1[cH:22][cH:23][cH:24][cH:25][cH:26]1>>[NH:1]([c:2]1[s:3][cH:4][c:5]([C:9]([CH3:10])([CH3:11])[CH3:12])[c:6]1[C:7]#[N:8])[C:15]([CH:14]([CH3:13])[CH2:18][CH2:19][Cl:20])=[O:16]. Reactants: CCOC(=O)c1c(-c2cccc(OC)c2)csc1N1C(=O)c2ccccc2C1=O, CO, Cl, [Na+], [OH-], O. Yields the product COc1cccc(-c2csc(N3C(=O)c4ccccc4C3=O)c2C(=O)O)c1. RXN SMILES: [CH2:5]([CH3:6])[O:7][C:8](=[O:9])[c:10]1[c:11]([N:23]2[C:24](=[O:33])[c:25]3[cH:26][cH:27][cH:28][cH:29][c:30]3[C:31]2=[O:32])[s:12][cH:13][c:14]1-[c:15]1[cH:16][c:17]([O:21][CH3:22])[cH:18][cH:19][cH:20]1.[CH3:3][OH:4].[ClH:34].[Na+:2].[OH-:1].[OH2:35]>>[O:7]=[C:8]([OH:9])[c:10]1[c:11]([N:23]2[C:24](=[O:33])[c:25]3[cH:26][cH:27][cH:28][cH:29][c:30]3[C:31]2=[O:32])[s:12][cH:13][c:14]1-[c:15]1[cH:16][c:17]([O:21][CH3:22])[cH:18][cH:19][cH:20]1. Run in C(C)#N (acetonitrile). Reaction SMILES: [C:1]([O:4][C@@H:5]1[C@H:9]([O:10][C:11](=[O:13])[CH3:12])[C@@H:8]([CH2:14][O:15][C:16](=[O:18])[CH3:17])[O:7][C@H:6]1[N:19]1[CH:27]=[N:26][C:25]2[C:20]1=[N:21][C:22](N)=[N:23][C:24]=2[Cl:28])(=[O:3])[CH3:2].C(ON=O)CC(C)C.[CH3:38][S:39]SC>C(#N)C>[C:1]([O:4][C@@H:5]1[C@H:9]([O:10][C:11](=[O:13])[CH3:12])[C@@H:8]([CH2:14][O:15][C:16](=[O:18])[CH3:17])[O:7][C@H:6]1[N:19]1[CH:27]=[N:26][C:25]2[C:20]1=[N:21][C:22]([S:39][CH3:38])=[N:23][C:24]=2[Cl:28])(=[O:3])[CH3:2]. Reported procedure: 9-(2',3',5'-Tri-O-acetyl-β-D-ribofuranosyl)-2-amino-6-chloro-9H-purine (see Example 9) (4.0 g, 9.3 mmol) was dissolved in acetonitrile (100 ml). Isoamylnitrite (10.84 g, 93 mmol) was introduced followed by methyl disulphide (4.14 ml, 46 mmol) and the reaction mixture was heated at an oil bath temperature of 100° C. for 2 h. The evolved gas was removed via a hypochlorite scrubber. The reaction mixture was cooled, evaporated and purified by flash chromatography on silica gel. Elution initially wit... The reactants are C(CC(C)C)ON=O (Isoamylnitrite), C(C)(=O)O[C@H]1[C@@H](O[C@@H]([C@H]1OC(C)=O)COC(C)=O)N1C2=NC(=NC(=C2N=C1)Cl)N (9-(2',3',5'-Tri-O-acetyl-β-D-ribofuranosyl)-2-amino-6-chloro-9H-purine), CSSC (methyl disulphide). Isolated yield 72.6%. Run at temperature 100 celsius. Product: C(C)(=O)O[C@H]1[C@@H](O[C@@H]([C@H]1OC(C)=O)COC(C)=O)N1C2=NC(=NC(=C2N=C1)Cl)SC (9-(2',3',5'-tri-O-acetyl-β-D-ribofuranosyl)-6-chloro-2-methylthio-9H-purine). Reactants: C(=O)[C@H]1CN(C[C@@H]1C1=CC=CC=C1)[C@@H](C(=O)OCC1=CC=CC=C1)C1CCCCC1 (2-(R)-(3-(R)-formyl-4-(S)-phenylpyrrolidin-1-yl)-2-(cyclohexyl)acetic acid, benzyl ester), OC1(CCNCC1)CCCC1=CC(=C(C(=C1)F)O)F (4-hydroxy-4-(3-(3,5-difluoro-4-hydroxyphenyl) propyl)piperidine), OC1(CCNCC1)CCCC1=CC(=C(C(=C1)F)O)F (4-Hydroxy-4-(3-(3,5-difluoro-4-hydroxyphenyl)propyl)piperidine). Yields the product OC1(CCN(CC1)C[C@H]1CN(C[C@@H]1C1=CC=CC=C1)[C@@H](C(=O)O)C1CCCCC1)CCCC1=CC(=C(C(=C1)F)O)F (2-(R)-(3-(S)-((4-Hydroxy-4-(3-(3,5-difluoro-4-hydroxyphenyl)prop-1-yl)piperidin-1-yl)methyl)-4-(S)-phenylpyrrolidin-1-yl)-2-(cyclohexyl)acetic acid). RXN SMILES: [CH:1]([C@@H:3]1[C@@H:7]([C:8]2[CH:13]=[CH:12][CH:11]=[CH:10][CH:9]=2)[CH2:6][N:5]([C@H:14]([CH:25]2[CH2:30][CH2:29][CH2:28][CH2:27][CH2:26]2)[C:15]([O:17]CC2C=CC=CC=2)=[O:16])[CH2:4]1)=O.[OH:31][C:32]1([CH2:38][CH2:39][CH2:40][C:41]2[CH:46]=[C:45]([F:47])[C:44]([OH:48])=[C:43]([F:49])[CH:42]=2)[CH2:37][CH2:36][NH:35][CH2:34][CH2:33]1>>[OH:31][C:32]1([CH2:38][CH2:39][CH2:40][C:41]2[CH:46]=[C:45]([F:47])[C:44]([OH:48])=[C:43]([F:49])[CH:42]=2)[CH2:37][CH2:36][N:35]([CH2:1][C@@H:3]2[C@@H:7]([C:8]3[CH:9]=[CH:10][CH:11]=[CH:12][CH:13]=3)[CH2:6][N:5]([C@H:14]([CH:25]3[CH2:30][CH2:29][CH2:28][CH2:27][CH2:26]3)[C:15]([OH:17])=[O:16])[CH2:4]2)[CH2:34][CH2:33]1. Procedure details: The title compound was prepared from 2-(R)-(3-(R)-formyl-4-(S)-phenylpyrrolidin-1-yl)-2-(cyclohexyl)acetic acid, benzyl ester (from EXAMPLE 1, Step I) and 4-hydroxy-4-(3-(3,5-difluoro-4-hydroxyphenyl) propyl)piperidine.HCl (from EXAMPLE 83, Step B) using procedures analogous to those described in EXAMPLE 71, Steps A and B. For the title compound: 1H NMR (500 MHz) 8 0.95-3.42 (35H), 5.16 (ABq, J=12.0, 2H), 6.56 (d, J=8.0, 2H), 7.21-7.30 (5H); ESI-MS 571 (M+H).